Dataset: the Open Reaction Database (ORD), a public repository of structured organic reaction records. Task: describe an organic reaction: reactants, conditions, products, and yield Reactants: ClC1=CC(=C(C=C1[N+](=O)[O-])N1C(=O)C2=C(CCCC2)C1=O)F (N-(4-chloro-2-fluoro-5-nitrophenyl)-1-cyclohexene-1,2-dicarboximide), C(C)(=O)OCC (ethyl acetate). Reagents/catalysts: [Fe] (Iron). Run in C(C)(=O)O (acetic acid). Run at time 10 minute. Product: NC=1C(=CC(=C(C1)N1C(=O)C2=C(CCCC2)C1=O)F)Cl (N-(5-Amino-4-chloro-2-fluorophenyl)-1-cyclohexene-1,2-dicarboximide). As a reaction SMILES: [Cl:1][C:2]1[C:7]([N+:8]([O-])=O)=[CH:6][C:5]([N:11]2[C:20](=[O:21])[C:15]3[CH2:16][CH2:17][CH2:18][CH2:19][C:14]=3[C:12]2=[O:13])=[C:4]([F:22])[CH:3]=1.C(OCC)(=O)C>C(O)(=O)C.[Fe]>[NH2:8][C:7]1[C:2]([Cl:1])=[CH:3][C:4]([F:22])=[C:5]([N:11]2[C:20](=[O:21])[C:15]3[CH2:16][CH2:17][CH2:18][CH2:19][C:14]=3[C:12]2=[O:13])[CH:6]=1. Reported procedure: Iron powder (7.30 g, 130.7 mmol) is added portionwise to a mixture of N-(4-chloro-2-fluoro-5-nitrophenyl)-1-cyclohexene-1,2-dicarboximide (10.6 g, 32.7 mmol) in acetic acid (100 mL) at 65° C. After the addition is complete, the reaction mixture is stirred for 10 minutes, and filtered through diatomaceous earth. The filtrate is concentrated in vacuo to obtain a dark solid. A mixture of the solid in an ethyl acetate/saturated sodium hydrogen carbonate solution is filtered through diatomaceous eart... Starting materials: ClCCCl, CC(O)c1c(Cl)nc(N)nc1Cl, O=[Mn]=O. Yields the product CC(=O)c1c(Cl)nc(N)nc1Cl. Reaction SMILES: [Cl:13][CH2:14][CH2:15][Cl:16].[NH2:1][c:2]1[n:3][c:4]([Cl:12])[c:5]([CH:9]([CH3:10])[OH:11])[c:6]([Cl:8])[n:7]1.[O:17]=[Mn:18]=[O:19]>>[NH2:1][c:2]1[n:3][c:4]([Cl:12])[c:5]([C:9]([CH3:10])=[O:11])[c:6]([Cl:8])[n:7]1. Starting materials: O=c1c(OCc2ccccc2)c(-c2nnc(Cc3ccc(F)cc3)o2)nc2ccc(CN3CCOCC3)cn12, CO, CC#N, N#N, [Na+], [OH-], O. Product: O=c1c(O)c(-c2nnc(Cc3ccc(F)cc3)o2)nc2ccc(CN3CCOCC3)cn12. As a reaction SMILES: [CH2:1]([c:2]1[cH:3][cH:4][cH:5][cH:6][cH:7]1)[O:8][c:9]1[c:10](-[c:27]2[o:28][c:29]([CH2:32][c:33]3[cH:34][cH:35][c:36]([F:39])[cH:37][cH:38]3)[n:30][n:31]2)[n:11][c:12]2[n:13]([c:14]1=[O:15])[cH:16][c:17]([CH2:20][N:21]1[CH2:22][CH2:23][O:24][CH2:25][CH2:26]1)[cH:18][cH:19]2.[CH3:42][OH:43].[CH3:46][C:47]#[N:48].[N:40]#[N:41].[Na+:45].[OH-:44].[OH2:49]>>[OH:8][c:9]1[c:10](-[c:27]2[o:28][c:29]([CH2:32][c:33]3[cH:34][cH:35][c:36]([F:39])[cH:37][cH:38]3)[n:30][n:31]2)[n:11][c:12]2[n:13]([c:14]1=[O:15])[cH:16][c:17]([CH2:20][N:21]1[CH2:22][CH2:23][O:24][CH2:25][CH2:26]1)[cH:18][cH:19]2. Run at temperature 80 celsius. RXN SMILES: [SH:1][C:2]1[CH:7]=[CH:6][C:5]([OH:8])=[CH:4][CH:3]=1.[C:9](=[O:12])([O-])[O-].[K+].[K+].Cl[C:16]1[CH:30]=[CH:29][C:19]([C:20]([C:22]2[CH:27]=[CH:26][C:25](Cl)=[CH:24][CH:23]=2)=[O:21])=[CH:18][CH:17]=1.Cl>CN(C=O)C.O>[OH:8][C:5]1[CH:6]=[CH:7][C:2]([S:1][C:16]2[CH:30]=[CH:29][C:19]([C:20]([C:22]3[CH:27]=[CH:26][C:25]([S:1][C:2]4[CH:7]=[CH:6][C:9]([OH:12])=[CH:4][CH:3]=4)=[CH:24][CH:23]=3)=[O:21])=[CH:18][CH:17]=2)=[CH:3][CH:4]=1 |f:1.2.3|. Isolated yield 86.0%. Procedure: A mixture of 4-mercaptophenol (50g, 0.317 mol for 80% purity), anhydrous potassium carbonate (46.9 9, g. 0.34 mol) and 150 mL of DMF was stirred and heated under nitrogen at 110°-120° C. for 90 min. The mixture was cooled to 80° C., a suspension of 4,4'-dichloro-benzophenone (40.1 g, 0.16 mol) in 100 mL DMF was added over 5 min and the mixture was stirred and heated under reflux for 4 h. After cooling to room temperature, there was added 400 mL of water and enough conc. HCl to adjust the pH to c... Run in O (water), CN(C)C=O (DMF), CN(C)C=O (DMF). Product: OC1=CC=C(C=C1)SC1=CC=C(C(=O)C2=CC=C(C=C2)SC2=CC=C(C=C2)O)C=C1 (4,4'-bis(4-hydroxyphenylthio)benzo-phenone). Reactants: Cl (HCl), SC1=CC=C(C=C1)O (4-mercaptophenol), C([O-])([O-])=O.[K+].[K+] (potassium carbonate), ClC1=CC=C(C(=O)C2=CC=C(C=C2)Cl)C=C1 (4,4'-dichloro-benzophenone). Reactants: CC#CCOc1ccc(S(=O)(=O)C2(C(=O)OC)CCN(C(=O)c3cccs3)CC2)cc1, CO, [Na+], C1CCOC1, [OH-]. Product: CC#CCOc1ccc(S(=O)(=O)C2(C(=O)O)CCN(C(=O)c3cccs3)CC2)cc1. Reaction SMILES: [CH2:1]([C:2]#[C:3][CH3:4])[O:5][c:6]1[cH:7][cH:8][c:9]([S:12](=[O:13])(=[O:14])[C:15]2([C:28](=[O:29])[O:30][CH3:31])[CH2:16][CH2:17][N:18]([C:21](=[O:22])[c:23]3[s:24][cH:25][cH:26][cH:27]3)[CH2:19][CH2:20]2)[cH:10][cH:11]1.[CH3:34][OH:35].[Na+:33].[O:36]1[CH2:37][CH2:38][CH2:39][CH2:40]1.[OH-:32]>>[CH2:1]([C:2]#[C:3][CH3:4])[O:5][c:6]1[cH:7][cH:8][c:9]([S:12](=[O:13])(=[O:14])[C:15]2([C:28](=[O:29])[OH:30])[CH2:16][CH2:17][N:18]([C:21](=[O:22])[c:23]3[s:24][cH:25][cH:26][cH:27]3)[CH2:19][CH2:20]2)[cH:10][cH:11]1. Starting materials: O(S(=O)(=O)C(F)(F)F)S(=O)(=O)C(F)(F)F (Tf2O), OC1=C(C=C(C(=O)OCC)C=C1[N+](=O)[O-])OC (ethyl 4-hydroxy-3-(methyloxy)-5-nitrobenzoate), N1=CC=CC=C1 (pyridine). Run in C(Cl)(Cl)Cl (CHCl3). Run at time 30 minute. The product is COC=1C=C(C(=O)OCC)C=C(C1OS(=O)(=O)C(F)(F)F)[N+](=O)[O-] (Ethyl 3-methoxy-5-nitro-4-{[(trifluoromethyl)sulfonyl]oxy}benzoate). Reaction SMILES: [O:1](S(C(F)(F)F)(=O)=O)[S:2]([C:5]([F:8])([F:7])[F:6])(=[O:4])=[O:3].O[C:17]1[C:27]([N+:28]([O-:30])=[O:29])=[CH:26][C:20]([C:21]([O:23][CH2:24][CH3:25])=[O:22])=[CH:19][C:18]=1[O:31][CH3:32].N1C=CC=CC=1>C(Cl)(Cl)Cl>[CH3:32][O:31][C:18]1[CH:19]=[C:20]([CH:26]=[C:27]([N+:28]([O-:30])=[O:29])[C:17]=1[O:1][S:2]([C:5]([F:8])([F:7])[F:6])(=[O:4])=[O:3])[C:21]([O:23][CH2:24][CH3:25])=[O:22]. Procedure details: 17.7 ml of Tf2O was added to a solution of 16.8 g of ethyl 4-hydroxy-3-(methyloxy)-5-nitrobenzoate and 11.3 ml of pyridine in 500 ml of CHCl3 at 0° C. The mixture was stirred for 30 min, then washed successively with water, HClaq, and saturated NaHCO3aq, dried over Na2SO4, and concentrated. The residual solid was washed with a mixed solvent of CHCl3 and n-hexane to give a 22.0 g of the intended compound as a pale orange solid. The reactants are C(C(=O)O)(=O)O.FC1=CC=C(C=C1)C1(OCCO1)CCCN(C)CC(=O)N1CCC(CC1)OC1=CC(=CC=C1)Cl (1-{N-{3-[2-(4-fluorophenyl)-1,3-dioxolan-2-yl]propyl}-N-methylaminoacetyl}-4-(3-chlorophenoxy)piperidine oxalate), Cl (hydrogen chloride), [H][H] (hydrogen). The reagents and catalysts are [Pd] (palladium on carbon). Run in CO (methanol). The product is C(C(=O)O)(=O)O.FC1=CC=C(C=C1)C1(OCCO1)CCCN(C)CC(=O)N1CCC(CC1)OC1=CC=CC=C1 (1-{N-{3-[2-(4-fluorophenyl)-1,3-dioxolan-2-yl]propyl}-N-methylaminoacetyl}-4-phenoxypiperidine oxalate). Yield: 44.7%. RXN SMILES: [C:1]([OH:6])(=[O:5])[C:2]([OH:4])=[O:3].[F:7][C:8]1[CH:13]=[CH:12][C:11]([C:14]2([CH2:19][CH2:20][CH2:21][N:22]([CH2:24][C:25]([N:27]3[CH2:32][CH2:31][CH:30]([O:33][C:34]4[CH:39]=[CH:38][CH:37]=[C:36](Cl)[CH:35]=4)[CH2:29][CH2:28]3)=[O:26])[CH3:23])[O:18][CH2:17][CH2:16][O:15]2)=[CH:10][CH:9]=1.Cl.[H][H]>[Pd].CO>[C:1]([OH:6])(=[O:5])[C:2]([OH:4])=[O:3].[F:7][C:8]1[CH:13]=[CH:12][C:11]([C:14]2([CH2:19][CH2:20][CH2:21][N:22]([CH2:24][C:25]([N:27]3[CH2:28][CH2:29][CH:30]([O:33][C:34]4[CH:35]=[CH:36][CH:37]=[CH:38][CH:39]=4)[CH2:31][CH2:32]3)=[O:26])[CH3:23])[O:15][CH2:16][CH2:17][O:18]2)=[CH:10][CH:9]=1 |f:0.1,6.7|. Procedure: A suspension of 1.0 g (1.72 mmol) of 1-{N-{3-[2-(4-fluorophenyl)-1,3-dioxolan-2-yl]propyl}-N-methylaminoacetyl}-4-(3-chlorophenoxy)piperidine oxalate, 0.3 g of 5% palladium on carbon, 40 ml methanol and 0.02 ml of saturated methanolic hydrogen chloride was heated at 50° under 50 psi hydrogen for 4 hours and allowed to cool to room temperature. The mixture was filtered and the methanol evaporated. The residue was dissolved in ether, washed with saturated sodium carbonate and saturated sodium chlo... As a reaction SMILES: [C:14](=[O:15])([O-:16])[O-:17].[CH2:20]1[O:21][CH2:22][CH2:23][CH2:24]1.[CH3:1][C:2]1([CH3:10])[O:3][CH2:4][CH:5]([C:7](=[O:8])[CH3:9])[O:6]1.[ClH:11].[NH2:12][OH:13].[Na+:18].[Na+:19]>>[CH3:1][C:2]1([CH3:10])[O:3][CH2:4][CH:5]([CH:7]=[N:12][OH:13])[O:6]1. Reactants: O=C([O-])[O-], C1CCOC1, CC(=O)C1COC(C)(C)O1, Cl, NO, [Na+], [Na+]. Product: CC1(C)OCC(C=NO)O1. As a reaction SMILES: [CH3:29][O:30][c:31]1[cH:32][cH:33][c:34]([NH2:35])[cH:36][cH:37]1.[Cl:38][CH2:39][Cl:40].[N:1](=[C:2]=[S:3])[c:4]1[c:5]2[cH:6][cH:7][c:8]([O:14][c:15]3[cH:16][cH:17][n:18][c:19]4[cH:20][c:21]([O:27][CH3:28])[c:22]([O:25][CH3:26])[cH:23][c:24]34)[cH:9][c:10]2[cH:11][cH:12][cH:13]1>>[NH:1]([C:2](=[S:3])[NH:35][c:34]1[cH:33][cH:32][c:31]([O:30][CH3:29])[cH:37][cH:36]1)[c:4]1[c:5]2[cH:6][cH:7][c:8]([O:14][c:15]3[cH:16][cH:17][n:18][c:19]4[cH:20][c:21]([O:27][CH3:28])[c:22]([O:25][CH3:26])[cH:23][c:24]34)[cH:9][c:10]2[cH:11][cH:12][cH:13]1. The reactants are COc1ccc(N)cc1, ClCCl, COc1cc2nccc(Oc3ccc4c(N=C=S)cccc4c3)c2cc1OC. The product is COc1ccc(NC(=S)Nc2cccc3cc(Oc4ccnc5cc(OC)c(OC)cc45)ccc23)cc1.